Dataset: the Open Reaction Database (ORD), a public repository of structured organic reaction records. Task: describe an organic reaction: reactants, conditions, products, and yield Starting materials: solution, Br[Zn]CC(C)C (bromoisobutylzinc), O (water), C(C)(=O)OCC (ethyl acetate), BrC1=CC=C(C=N1)N1CCN(CC1)C(=O)OCC(=O)NC (2-(methylamino)-2-oxoethyl 4-(6-bromo-3-pyridyl)-1-piperazinecarboxylate). Reagents/catalysts: Cl[Pd]([P](C1=CC=CC=C1)(C2=CC=CC=C2)C3=CC=CC=C3)([P](C4=CC=CC=C4)(C5=CC=CC=C5)C6=CC=CC=C6)Cl (dichlorobis(triphenylphosphine)palladium). Run in O1CCCC1 (tetrahydrofuran), O1CCCC1 (tetrahydrofuran). Reaction conditions: time 19 hour. The product is CC(CC1=CC=C(C=N1)N1CCN(CC1)C(=O)OCC(=O)NC)C (2-(methylamino)-2-oxoethyl 4-[6-(2-methylpropyl)-3-pyridyl]-1-piperazinecarboxylate). As a reaction SMILES: Br[C:2]1[N:7]=[CH:6][C:5]([N:8]2[CH2:13][CH2:12][N:11]([C:14]([O:16][CH2:17][C:18]([NH:20][CH3:21])=[O:19])=[O:15])[CH2:10][CH2:9]2)=[CH:4][CH:3]=1.Br[Zn][CH2:24][CH:25]([CH3:27])[CH3:26].O.C(OCC)(=O)C>O1CCCC1.Cl[Pd](Cl)([P](C1C=CC=CC=1)(C1C=CC=CC=1)C1C=CC=CC=1)[P](C1C=CC=CC=1)(C1C=CC=CC=1)C1C=CC=CC=1>[CH3:24][CH:25]([CH3:27])[CH2:26][C:2]1[N:7]=[CH:6][C:5]([N:8]2[CH2:13][CH2:12][N:11]([C:14]([O:16][CH2:17][C:18]([NH:20][CH3:21])=[O:19])=[O:15])[CH2:10][CH2:9]2)=[CH:4][CH:3]=1 |^1:42,61|. Reported procedure: 1.25 g (3.50 mmol) of 2-(methylamino)-2-oxoethyl 4-(6-bromo-3-pyridyl)-1-piperazinecarboxylate, prepared in step 9.1, and 0.12 g (0.17 mmol) of dichlorobis(triphenylphosphine)palladium (Pd(PPh3)2Cl2) suspended in 7 ml of tetrahydrofuran are introduced under an inert atmosphere. 17.50 ml (8.74 mmol) of a solution of bromoisobutylzinc (0.5M) in tetrahydrofuran are then added. Stirring is continued at room temperature for 19 hours. The reaction mixture is poured into 25 ml of water and 25 ml of eth... The reactants are OCCN1C(C(NC(C1)(C)C)(C)C)=O (1-(2-hydroxyethyl)-3,3,5,5-tetramethylpiperazin-2-one), C(C)(C)(C)OCl (tert-Butylhypochlorite). Solvent: CO (methanol). Reaction conditions: time 60 minute. Product: ClN1C(C(N(CC1(C)C)CCO)=O)(C)C (4-chloro-1-(2-hydroxyethyl)-3,3,5,5-tetramethylpiperazin-2-one). Yield: 75.1%. Reaction SMILES: [OH:1][CH2:2][CH2:3][N:4]1[CH2:9][C:8]([CH3:11])([CH3:10])[NH:7][C:6]([CH3:13])([CH3:12])[C:5]1=[O:14].C(O[Cl:20])(C)(C)C>CO>[Cl:20][N:7]1[C:8]([CH3:10])([CH3:11])[CH2:9][N:4]([CH2:3][CH2:2][OH:1])[C:5](=[O:14])[C:6]1([CH3:13])[CH3:12]. Procedure details: A solution of 1-(2-hydroxyethyl)-3,3,5,5-tetramethylpiperazin-2-one (125 mg, 0.63 mmol) in methanol (1 ml) was cooled to 0° C. tert-Butylhypochlorite (106 ul, 0.94 mmol) was added. The resulting solution was stirred for 60 minutes, and then concentrated under reduced pressure. The crude material was purified by column chromatography eluting from silica gel with a gradient of 0-8% methanol in dichloromethane to give 111 mg of a white solid. 1H NMR (D2O, 400 MHz) δ 1.21 (s, 3H), 1.43 (s, 3H), 3.36... Starting materials: C(C(=C)C)(=O)OCC (ethyl methacrylate), C(C1=CC=CC=C1)N (benzylamine), C(C(=C)C)(=O)OCC (ethyl methacrylate). Run in C(C)O (ethanol). Yields the product C(C)OC(=O)C(CNCC1=CC=CC=C1)C (N-(2-ethoxycarbonylpropyl)benzylamine). The yield is 31.6%. Reaction SMILES: [C:1]([O:6][CH2:7][CH3:8])(=[O:5])[C:2]([CH3:4])=[CH2:3].[CH2:9]([NH2:16])[C:10]1[CH:15]=[CH:14][CH:13]=[CH:12][CH:11]=1>C(O)C>[CH2:7]([O:6][C:1]([CH:2]([CH3:4])[CH2:3][NH:16][CH2:9][C:10]1[CH:15]=[CH:14][CH:13]=[CH:12][CH:11]=1)=[O:5])[CH3:8]. Procedure: 350 ml (2.8 moles) of ethyl methacrylate were added to a solution of 150 g (1.4 moles) of benzylamine dissolved in 400 ml of ethanol. The mixture was heated under reflux for 4 hours, and then 175 ml (1.4 mole) of ethyl methacrylate were added to it, after which it was heated under reflux for 24 hours. The solvent and the unreacted materials were then removed from the mixture by evaporation under reduced pressure. The residue was purified by column chromatography through silica gel eluted with a ... Reactants: C(C)(C)(C)C1=C(C=CC2=C1C=CO2)O (4-tert butyl-5-benzofuranol), C1(=CC=CC=C1)O (phenol). The reagents and catalysts are [Pd] (palladium on carbon). Run in C(C)(=O)O (acetic acid), CCOCC (ether). Product: C(C)(C)(C)C1=C(C=CC2=C1CCO2)O (4-tert-butyl-2,3-dihydro-5-benzofuranol). Reaction SMILES: [C:1]([C:5]1[C:10]2[CH:11]=[CH:12][O:13][C:9]=2[CH:8]=[CH:7][C:6]=1[OH:14])([CH3:4])([CH3:3])[CH3:2].C1(O)C=CC=CC=1>C(O)(=O)C.[Pd].CCOCC>[C:1]([C:5]1[C:10]2[CH2:11][CH2:12][O:13][C:9]=2[CH:8]=[CH:7][C:6]=1[OH:14])([CH3:4])([CH3:2])[CH3:3]. Reported procedure: To a solution of 4-tert butyl-5-benzofuranol (0,660 g, 3.47 mmol) 41a in acetic acid (20 mL) is added 10% palladium on carbon (0.130 ) and the mixture hydrogenated overnight at 40 psi. The reaction mixture is taken up in ether (25 mL) and filtered through a bed of Celite to remove the catalyst. The filtrate and washing are diluted with water (100 mL) and ether (50 mL) and the layers separated. The aqueous layer is washed with an additional portion of ether (50 mL) and the combined extracts washe... The reactants are ClC=1C=C(C=CC1)N1C(NCC2=C1N=CC=C2)=O (1-(m-chlorophenyl)-2-oxo-1,2,3,4-tetrahydropyrido[2,3-d]pyrimidine), CN(C=O)C (dimethylformamide), [H-].[Na+] (sodium hydride), FCOS(=O)(=O)[O-] (fluoromethylsulfate). The solvent is O (water). Conditions: time 15 minute. The product is ClC=1C=C(C=CC1)N1C(N(CC2=C1N=CC=C2)C)=O (1-(m-chlorophenyl)-3-methyl-2-oxo-1,2,3,4-tetrahydropyrido[2,3-d]pyrimidine). As a reaction SMILES: [Cl:1][C:2]1[CH:3]=[C:4]([N:8]2[C:13]3[N:14]=[CH:15][CH:16]=[CH:17][C:12]=3[CH2:11][NH:10][C:9]2=[O:18])[CH:5]=[CH:6][CH:7]=1.[CH3:19]N(C)C=O.[H-].[Na+].FCOS([O-])(=O)=O>O>[Cl:1][C:2]1[CH:3]=[C:4]([N:8]2[C:13]3[N:14]=[CH:15][CH:16]=[CH:17][C:12]=3[CH2:11][N:10]([CH3:19])[C:9]2=[O:18])[CH:5]=[CH:6][CH:7]=1 |f:2.3|. Procedure details: To a solution of 2.6 g of 1-(m-chlorophenyl)-2-oxo-1,2,3,4-tetrahydropyrido[2,3-d]pyrimidine and 20 ml of dimethylformamide was added 0.6 g of sodium hydride and the mixture was stirred for 15 minutes. To this was further added 3.4 g of fluoromethylsulfate, and stirring was continued for 1.5 hours at room temperature. After the reaction was finished, the solvent was distilled off from the resulting mixture under reduced pressure. The residue thus obtained was diluted with water, extracted with e... Reactants: CC(Cl)c1cccnc1, OC8=CC(C9=NC%10=C(N9C)C=CC(F)=C%10)=CC=C8. Reagents/catalysts: O=C([O-])[O-].[Cs+].[Cs+] (cesium carbonate), [I-].[K+] (potassium iodide). The solvent is CN(C)C=O (DMF), CN(C)C=O (dmf), CN(C)C=O (DMF). Conditions: temperature 70 celsius, time 16 hour. Product: FC%13=CC(N=C%14C%15=CC=CC(OC(C)C%16=CC=CN=C%16)=C%15)=C(N%14C)C=C%13. The reactants are C(C1=CC=CC=C1)ON1C(C(=NC2=CC=C(C=C12)C(F)(F)F)NNC(CP(=O)(OCC)OCC)=O)=O (1-benzyloxy-3-[2-[(diethoxyphosphoryl)acetyl]hydrazino]-7-trifluoromethylquinoxalin-2(1H)-one). Reagents/catalysts: [Pd] (palladium on carbon). Solvent: C(C)O (ethanol). Product: C(C)OP(=O)(OCC)CC(=O)NNC=1C(N(C2=CC(=CC=C2N1)C(F)(F)F)O)=O (3-[2-[(Diethoxyphosphoryl)acetyl]hydrazino]-1-hydroxy-7-trifluoromethylquinoxalin-2(1H)-one). Isolated yield 91.3%. As a reaction SMILES: C([O:8][N:9]1[C:18]2[C:13](=[CH:14][CH:15]=[C:16]([C:19]([F:22])([F:21])[F:20])[CH:17]=2)[N:12]=[C:11]([NH:23][NH:24][C:25](=[O:35])[CH2:26][P:27]([O:32][CH2:33][CH3:34])([O:29][CH2:30][CH3:31])=[O:28])[C:10]1=[O:36])C1C=CC=CC=1>C(O)C.[Pd]>[CH2:33]([O:32][P:27]([CH2:26][C:25]([NH:24][NH:23][C:11]1[C:10](=[O:36])[N:9]([OH:8])[C:18]2[C:13]([N:12]=1)=[CH:14][CH:15]=[C:16]([C:19]([F:22])([F:21])[F:20])[CH:17]=2)=[O:35])([O:29][CH2:30][CH3:31])=[O:28])[CH3:34]. Reported procedure: A solution of 1-benzyloxy-3-[2-[(diethoxyphosphoryl)acetyl]hydrazino]-7-trifluoromethylquinoxalin-2(1H)-one (5.28 g, 10 mmol) in 500 ml of ethanol was hydrogenated at atmospheric pressure and room temperature for 1 h in the presence of 250 mg of 5% palladium on carbon. The catalyst was removed by filtration, and the filtrate was evaporated to dryness. The residue was triturated with ether and light petroleum to give 4.0 g (91%) of the title compound. M.p. 193°-196° C. Starting materials: NC(CC(P(OCC)(=O)OCC)P(OCC)(=O)OCC)CCCCC (tetraethyl 3-aminooctane-1,1-bisphosphonate), Br[Si](C)(C)C (bromotrimethylsilane). Solvent: ClCCl (dichloromethane). Conditions: time 18 hour. Product: [NH4+].[NH4+].[NH4+].NC(CC(P([O-])(=O)[O-])P(O)(=O)[O-])CCCCC (3-aminooctane-1,1-bisphosphonic acid, triammonium salt). Isolated yield 419.8%. As a reaction SMILES: [NH2:1][CH:2]([CH2:21][CH2:22][CH2:23][CH2:24][CH3:25])[CH2:3][CH:4]([P:13]([O:18]CC)(=[O:17])[O:14]CC)[P:5]([O:10]CC)(=[O:9])[O:6]CC.Br[Si](C)(C)C>ClCCl>[NH4+:1].[NH4+:1].[NH4+:1].[NH2:1][CH:2]([CH2:21][CH2:22][CH2:23][CH2:24][CH3:25])[CH2:3][CH:4]([P:5]([O-:10])(=[O:6])[OH:9])[P:13]([O-:18])(=[O:14])[O-:17] |f:3.4.5.6|. Procedure: To a solution of tetraethyl 3-aminooctane-1,1-bisphosphonate (0.45 g, 1.12 mmol) in dry dichloromethane (1.1 mL) was added bromotrimethylsilane (1.05 mL, 7.85 mmol) via syringe. After 18 hours, the mixture was concentrated under vacuum. To the residue was added 3N NH4OH (8 mL) which was stirred for 30 minutes at room temperature. The solvent was removed in vacuo and the residue concentrated from methanol (2 mL) to give 0.40 g of 3-aminooctane-1,1-bisphosphonic acid, triammonium salt as a white p...